From a dataset of the Open Reaction Database (ORD), a public repository of structured organic reaction records. describe an organic reaction: reactants, conditions, products, and yield Reactants: CC(C)(C)CN, CCCCO, Nc1nc(Cl)nc2c1ncn2Cc1ccccc1, [Na+], [OH-]. The product is CC(C)(C)CNc1nc(N)c2ncn(Cc3ccccc3)c2n1. Reaction SMILES: [CH2:19]([C:20]([CH3:21])([CH3:22])[CH3:23])[NH2:24].[CH2:27]([OH:28])[CH2:29][CH2:30][CH3:31].[NH2:1][c:2]1[c:3]2[n:4][cH:5][n:6]([CH2:12][c:13]3[cH:14][cH:15][cH:16][cH:17][cH:18]3)[c:7]2[n:8][c:9]([Cl:11])[n:10]1.[Na+:26].[OH-:25]>>[NH2:1][c:2]1[c:3]2[n:4][cH:5][n:6]([CH2:12][c:13]3[cH:14][cH:15][cH:16][cH:17][cH:18]3)[c:7]2[n:8][c:9]([NH:24][CH2:19][C:20]([CH3:21])([CH3:22])[CH3:23])[n:10]1. Starting materials: COC(C(=CC(N(C)CC1=CC=C(C=C1)F)=O)O)=O (3-[(4-Fluoro-benzyl)-methyl-carbamoyl]-2-hydroxy-acrylic acid methyl ester), C=O (paraformaldehyde), S1C(=CC=C1)CCN (2-thiophen-2-yl-ethylamine), FC1=CC=C(CN(C(=O)C=2CN(C(C2O)=O)C)C)C=C1 (4-Hydroxy-1-methyl-5-oxo-2,5-dihydro-1H-pyrrole-3-carboxylic acid (4-fluoro-benzyl)-methyl amide). Product: FC1=CC=C(CN(C(=O)C=2CN(C(C2O)=O)CCC=2SC=CC2)C)C=C1 (4-Hydroxy-5-oxo-1-(2-thiophen-2-yl-ethyl)-2,5-dihydro-1H-pyrrole-3-carboxylic acid (4-fluoro-benzyl)-methyl-amide). As a reaction SMILES: COC(=O)C(O)=CC(=O)N(CC1C=CC(F)=CC=1)C.C=O.[S:22]1[CH:26]=[CH:25][CH:24]=[C:23]1[CH2:27][CH2:28][NH2:29].[F:30][C:31]1[CH:49]=[CH:48][C:34]([CH2:35][N:36]([CH3:47])[C:37]([C:39]2[CH2:40]N(C)[C:42](=[O:45])[C:43]=2[OH:44])=[O:38])=[CH:33][CH:32]=1>>[F:30][C:31]1[CH:49]=[CH:48][C:34]([CH2:35][N:36]([CH3:47])[C:37]([C:39]2[CH2:40][N:29]([CH2:28][CH2:27][C:23]3[S:22][CH:26]=[CH:25][CH:24]=3)[C:42](=[O:45])[C:43]=2[OH:44])=[O:38])=[CH:33][CH:32]=1. Procedure details: 3-[(4-Fluoro-benzyl)-methyl-carbamoyl]-2-hydroxy-acrylic acid methyl ester (Compound 1-D) was treated with paraformaldehyde and 2-thiophen-2-yl-ethylamine as described in the preparation of Compound 1. HRMS (M−H) calcd for C19H18FN2O3S: 373.1022. found: 373.1029. 1H NMR (500 MHz, CDCl3) δ: 2.95 (s, 3), 3.14 (t, 2, J=7), 3.76 (t, 2, J=7), 3.97 (s, 2), 4.57 (s, 2), 6.81–7.21 (overlapping m, 7). 13C NMR (125 MHz, CDCl3) δ: 28.76, 34.49, 44.93, 49.46, 51.47, 109.48, 115.65, 115.82, 124.20, 125.59, 1... Starting materials: O (water), CCOCC (ether), ClC1=CC(=NC=N1)OC1=C(C=CC=C1)/C(/C(=O)OC)=C\OC ((E)-Methyl 2-[2-(6-chloropyrimidin-4-yloxy)phenyl]-3-methoxypropenoate), C[S-].[Na+] (sodium methanethiolate). Reagents/catalysts: [Br-].C(CCC)[N+](CCCC)(CCCC)CCCC (tetrabutylammonium bromide). The solvent is CCCCCC (hexane), C(Cl)(Cl)Cl (chloroform). Conditions: time 8 hour. Product: CSC1=CC(=NC=N1)OC1=C(C=CC=C1)/C(/C(=O)OC)=C\OC ((E)-methyl 2-[2-(6-methylthiopyrimidin-4-yloxy)phenyl]-3-methoxypropenoate). The yield is 88.8%. Reaction SMILES: Cl[C:2]1[N:7]=[CH:6][N:5]=[C:4]([O:8][C:9]2[CH:14]=[CH:13][CH:12]=[CH:11][C:10]=2/[C:15](=[CH:20]\[O:21][CH3:22])/[C:16]([O:18][CH3:19])=[O:17])[CH:3]=1.[CH3:23][S-:24].[Na+].O.CCOCC>C(Cl)(Cl)Cl.[Br-].C([N+](CCCC)(CCCC)CCCC)CCC.CCCCCC>[CH3:23][S:24][C:2]1[N:7]=[CH:6][N:5]=[C:4]([O:8][C:9]2[CH:14]=[CH:13][CH:12]=[CH:11][C:10]=2/[C:15](=[CH:20]\[O:21][CH3:22])/[C:16]([O:18][CH3:19])=[O:17])[CH:3]=1 |f:1.2,6.7|. Procedure: (E)-Methyl 2-[2-(6-chloropyrimidin-4-yloxy)phenyl]-3-methoxypropenoate (1.0 g), was treated with sodium methanethiolate (1.09 g) at room temperature in chloroform (15 ml) and water (10 ml) in the presence of a catalytic amount of tetrabutylammonium bromide. After stirring overnight, the chloroform layer was separated and the remaining aqueous layer was further extracted with chloroform. The combined chloroform layers were washed with water, dried and concentrated to give an orange oil. Chromatog...